This data is from the Open Reaction Database (ORD), a public repository of structured organic reaction records. The task is: describe an organic reaction: reactants, conditions, products, and yield Reported procedure: The title compound is synthesized by coupling of 1-Adamantyl-piperazine (commercially available from CHESS GmbH) and bromoacetonitrile analogously to the preparation of Intermediate 149.2 as a colorless oil; ES-MS: M+=260.3: 1HNMR(DMSO-d6) 3.65 (s, 2H), 2.60-2.50 (m, 4H), 2.45-2.40 (m, 4H), 2.00 (bs, 3H), 1.60-1.50 (m, 12H). As a reaction SMILES: [C:1]12([N:11]3[CH2:16][CH2:15][NH:14][CH2:13][CH2:12]3)[CH2:10][CH:5]3[CH2:6][CH:7]([CH2:9][CH:3]([CH2:4]3)[CH2:2]1)[CH2:8]2.Br[CH2:18][C:19]#[N:20]>>[C:1]12([N:11]3[CH2:16][CH2:15][N:14]([CH2:18][C:19]#[N:20])[CH2:13][CH2:12]3)[CH2:8][CH:7]3[CH2:6][CH:5]([CH2:4][CH:3]([CH2:9]3)[CH2:2]1)[CH2:10]2. Product: C12(CC3CC(CC(C1)C3)C2)N2CCN(CC2)CC#N ((4-Adamantan-1-yl-piperazin-1-yl)-acetonitrile). Reactants: C12(CC3CC(CC(C1)C3)C2)N2CCNCC2 (1-Adamantyl-piperazine), BrCC#N (bromoacetonitrile). The reactants are CN(CCC1=C(C2=C(S1)C=CC=C2)C(O)C=2N=CSC2)C ([2-(2-Dimethylamino-ethyl)-benzo[b]thiophen-3-yl]-thiazol-4-yl-methanol). Reagents/catalysts: O=[Mn]=O (MnO2). Run in C(Cl)(Cl)Cl (CHCl3). Conditions: time 8 hour. Product: CN(CCC1=C(C2=C(S1)C=CC=C2)C(=O)C=2N=CSC2)C ([2-(2-dimethylamino-ethyl)-benzo[b]thiophen-3-yl]-thiazol-4-yl-methanone). Isolated yield 85.0%. Reaction SMILES: [CH3:1][N:2]([CH3:21])[CH2:3][CH2:4][C:5]1[S:9][C:8]2[CH:10]=[CH:11][CH:12]=[CH:13][C:7]=2[C:6]=1[CH:14]([C:16]1[N:17]=[CH:18][S:19][CH:20]=1)[OH:15]>C(Cl)(Cl)Cl.O=[Mn]=O>[CH3:21][N:2]([CH3:1])[CH2:3][CH2:4][C:5]1[S:9][C:8]2[CH:10]=[CH:11][CH:12]=[CH:13][C:7]=2[C:6]=1[C:14]([C:16]1[N:17]=[CH:18][S:19][CH:20]=1)=[O:15]. Reported procedure: [2-(2-Dimethylamino-ethyl)-benzo[b]thiophen-3-yl]-thiazol-4-yl-methanol (200 mg, 0.42 mmol) was dissolved in CHCl3 (10 mL) and MnO2 (0.54 g, 3.1 mmol) was added. The reaction mixture was stirred overnight, filtered over celite and washed with dichloromethane and MeOH. Purification by preparative HPLC afforded [2-(2-dimethylamino-ethyl)-benzo[b]thiophen-3-yl]-thiazol-4-yl-methanone (Compound 14-2) (113 mg) as a TFA salt. MH+=316.7 Reactants: N(=O)[O-].[Na+] (sodium nitrite), C(C)C1=C(C=C(N)C=C1)[N+](=O)[O-] (4-ethyl-3-nitroaniline), Br (Hydrobromic acid), cuprous bromide, Br (hydrobromic acid). Solvent: O (water), O (water). Reaction conditions: temperature -5 celsius. Product: BrC1=CC(=C(C=C1)CC)[N+](=O)[O-] (4-bromo-1-ethyl-2-nitrobenzene). As a reaction SMILES: [CH2:1]([C:3]1[CH:9]=[CH:8][C:6](N)=[CH:5][C:4]=1[N+:10]([O-:12])=[O:11])[CH3:2].N([O-])=O.[Na+].[BrH:17]>O>[Br:17][C:6]1[CH:8]=[CH:9][C:3]([CH2:1][CH3:2])=[C:4]([N+:10]([O-:12])=[O:11])[CH:5]=1 |f:1.2|. Procedure: Hydrobromic acid (48% wt. in water, 240 ml) is added dropwise to a suspension of 4-ethyl-3-nitroaniline (20 g, 0.12 mol) in water (80 ml), and the mixture is stirred until the solid dissolves. The mixture is cooled to −5° C. and a solution of sodium nitrite (19.8 g, 0.28 mol) in water (100 ml) is added dropwise, maintaining the temperature at 0-5° C. Once the addition is complete, the cooling bath is removed and the reaction mixture is stirred for one hour at room temperature. The mixture is add... Reactants: C(C=C)OC(=O)C1=C(C=CC2=CC=CC=C12)CCCC(=O)O (1-[(2-propenyloxy)carbonyl]-2-naphthalenbutanoic Acid), S(=O)(Cl)Cl (thionyl chloride), COC1=CC=C(C=C1)C1=CC=CC=C1 (4-methoxybiphenyl), [Cl-].[Al+3].[Cl-].[Cl-] (aluminum chloride). The reagents and catalysts are CN(C)C=O (DMF). The solvent is C1=CC=CC=C1 (benzene). Reaction conditions: time 30 minute. The product is COC1=CC=C(C=C1)C1=CC=C(C=C1)C(CCCC1=C(C2=CC=CC=C2C=C1)C(=O)OCC=C)=O (2-propenyl 2-[4-(4′-methoxy[1,1′-biphenyl]-4-yl)-4-oxobutly]-1-naphthalenecarboxylate). The yield is 45.5%. Reaction SMILES: [CH2:1]([O:4][C:5]([C:7]1[C:16]2[C:11](=[CH:12][CH:13]=[CH:14][CH:15]=2)[CH:10]=[CH:9][C:8]=1[CH2:17][CH2:18][CH2:19][C:20](O)=[O:21])=[O:6])[CH:2]=[CH2:3].S(Cl)(Cl)=O.[CH3:27][O:28][C:29]1[CH:34]=[CH:33][C:32]([C:35]2[CH:40]=[CH:39][CH:38]=[CH:37][CH:36]=2)=[CH:31][CH:30]=1.[Cl-].[Al+3].[Cl-].[Cl-]>C1C=CC=CC=1.CN(C=O)C>[CH3:27][O:28][C:29]1[CH:34]=[CH:33][C:32]([C:35]2[CH:36]=[CH:37][C:38]([C:20](=[O:21])[CH2:19][CH2:18][CH2:17][C:8]3[CH:9]=[CH:10][C:11]4[C:12](=[CH:13][CH:14]=[CH:15][CH:16]=4)[C:7]=3[C:5]([O:4][CH2:1][CH:2]=[CH2:3])=[O:6])=[CH:39][CH:40]=2)=[CH:31][CH:30]=1 |f:3.4.5.6|. Reported procedure: A solution of Example 11E (282 mg, 0.946 mmol) in benzene (5 mL) was treated with thionyl chloride (0.138 mL, 1.89 mmol) and DMF (1 drop), stirred at room temperature for 30 minutes, concentrated to dryness and redissolved in dichloromethane (5 mL). The resulting solution was treated with 4-methoxybiphenyl (348 mg, 1.89 mmol) and aluminum chloride (377 mg, 2.84 mmol) at 0° C., stirred at room temperature for 40 minutes, quenched with ice-water, extracted with dichloromethane, dried (Na2SO4), fil... The reactants are COc2nc(OC)nc(Oc1cccc(NC(C)=O)c1)n2 (substrate), CCOC(=O)c1ccc(B(O)O)cc1 (effective_coupling_partner). The reagents and catalysts are dppf. Conditions: temperature 110 celsius, time 24 hour. The product is CCOC(=O)c2ccc(c1cccc(NC(C)=O)c1)cc2. Starting materials: ClC1=C(C=CC(=C1)[N+](=O)[O-])OCC1=C(C=CC=C1)F (2-Chloro-[(2-fluorobenzyl)oxy]-4-nitrobenzene), ( V ), powder, [Cl-].[NH4+] (ammonium chloride), C(C)O (Ethanol), CO (Methanol). The reagents and catalysts are [Fe] (iron). The solvent is O (water). Run at temperature 68 celsius. Yields the product ClC=1C=C(N)C=CC1OCC1=C(C=CC=C1)F (3-chloro-4-[(2-fluorobenzyl)oxy]aniline). As a reaction SMILES: [Cl:1][C:2]1[CH:7]=[C:6]([N+:8]([O-])=O)[CH:5]=[CH:4][C:3]=1[O:11][CH2:12][C:13]1[CH:18]=[CH:17][CH:16]=[CH:15][C:14]=1[F:19].[Cl-].[NH4+].C(O)C.CO>[Fe].O>[Cl:1][C:2]1[CH:7]=[C:6]([CH:5]=[CH:4][C:3]=1[O:11][CH2:12][C:13]1[CH:18]=[CH:17][CH:16]=[CH:15][C:14]=1[F:19])[NH2:8] |f:1.2|. Procedure details: In a glass flask provided with a condenser, thermometer, mechanical stirrer and nitrogen inlet, —under nitrogen flow—25.0 g of 2-Chloro-[(2-fluorobenzyl)oxy]-4-nitrobenzene of formula (V), 14.9 g of powder iron (MW: 55.85, 3.0 mol. equiv.), 42.7 g of ammonium chloride (MW: 53.49, 9.0 mol. equiv.), 350 mL of Ethanol denatured with Methanol and 85 mL of purified water were introduced. The reaction mixture was stirred at reflux temperature (68° C.) for 2 hours. The reactants are O=C([O-])[O-], COCCOC, OB(O)c1ccc(F)nc1, [K+], [K+], CCOCc1nc2c(N)nc3cc(Br)cnc3c2n1CC(C)(C)O, O. Yields the product CCOCc1nc2c(N)nc3cc(-c4ccc(F)nc4)cnc3c2n1CC(C)(C)O. As a reaction SMILES: [C:35](=[O:36])([O-:37])[O-:38].[CH3:41][O:42][CH2:43][CH2:44][O:45][CH3:46].[F:25][c:26]1[cH:27][cH:28][c:29]([B:32]([OH:33])[OH:34])[cH:30][n:31]1.[K+:39].[K+:40].[NH2:1][c:2]1[n:3][c:4]2[cH:5][c:6]([Br:24])[cH:7][n:8][c:9]2[c:10]2[c:11]1[n:12][c:13]([CH2:20][O:21][CH2:22][CH3:23])[n:14]2[CH2:15][C:16]([CH3:17])([OH:18])[CH3:19].[OH2:47]>>[NH2:1][c:2]1[n:3][c:4]2[cH:5][c:6](-[c:29]3[cH:28][cH:27][c:26]([F:25])[n:31][cH:30]3)[cH:7][n:8][c:9]2[c:10]2[c:11]1[n:12][c:13]([CH2:20][O:21][CH2:22][CH3:23])[n:14]2[CH2:15][C:16]([CH3:17])([OH:18])[CH3:19]. The reactants are C(N)(=O)C1=C(C=2N(N=C1)C=C(C2)C=2OC(=NN2)SC)N[C@H]2C(CN(CC2)C(=O)OC(C)(C)C)(C)C ((R)-tert-butyl 4-((3-carbamoyl-6-(5-(methylthio)-1,3,4-oxadiazol-2-yl)pyrrolo[1,2-b]pyridazin-4-yl)amino)-3,3-dimethylpiperidine-1-carboxylate), C1=CC(=CC(=C1)Cl)C(=O)OO (mCPBA), C1=CC(=CC(=C1)Cl)C(=O)OO (mCPBA). Solvent: C(Cl)(Cl)Cl (chloroform). Yields the product C(N)(=O)C1=C(C=2N(N=C1)C=C(C2)C=2OC(=NN2)S(=O)C)N[C@H]2C(CN(CC2)C(=O)OC(C)(C)C)(C)C ((4R)-tert-butyl 4-((3-carbamoyl-6-(5-(methylsulfinyl)-1,3,4-oxadiazol-2-yl)pyrrolo[1,2-b]pyridazin-4-yl)amino)-3,3-dimethylpiperidine-1-carboxylate). As a reaction SMILES: [C:1]([C:4]1[CH:9]=[N:8][N:7]2[CH:10]=[C:11]([C:13]3[O:14][C:15]([S:18][CH3:19])=[N:16][N:17]=3)[CH:12]=[C:6]2[C:5]=1[NH:20][C@@H:21]1[CH2:26][CH2:25][N:24]([C:27]([O:29][C:30]([CH3:33])([CH3:32])[CH3:31])=[O:28])[CH2:23][C:22]1([CH3:35])[CH3:34])(=[O:3])[NH2:2].C1C=C(Cl)C=C(C(OO)=[O:44])C=1>C(Cl)(Cl)Cl>[C:1]([C:4]1[CH:9]=[N:8][N:7]2[CH:10]=[C:11]([C:13]3[O:14][C:15]([S:18]([CH3:19])=[O:44])=[N:16][N:17]=3)[CH:12]=[C:6]2[C:5]=1[NH:20][C@@H:21]1[CH2:26][CH2:25][N:24]([C:27]([O:29][C:30]([CH3:33])([CH3:32])[CH3:31])=[O:28])[CH2:23][C:22]1([CH3:35])[CH3:34])(=[O:3])[NH2:2]. Procedure: A solution of (R)-tert-butyl 4-((3-carbamoyl-6-(5-(methylthio)-1,3,4-oxadiazol-2-yl)pyrrolo[1,2-b]pyridazin-4-yl)amino)-3,3-dimethylpiperidine-1-carboxylate (306 mg, 0.610 mmol) and mCPBA (265 mg, 1.182 mmol) in chloroform (6 mL) was stirred at room temperature for 2 h. Additional mCPBA (78 mg) was added. After one more hour at room temperature, the staring material was consumed. The crude solution was taken to the next reaction without purification. MS (ES+) m/z: 518.3 (M+H). Starting materials: NC1=C(C=C(C=C1)C=1C=NC(=NC1)N1CCC(CC1)(C(=O)OCC)CC)[N+](=O)[O-] (ethyl 1-(5-(4-amino-3-nitrophenyl)pyrimidin-2-yl)-4-ethylpiperidine-4-carboxylate), BrBr (bromine), ice. Solvent: C(C)(=O)O (acetic acid). Run at time 16 hour. The product is NC1=C(C=C(C=C1[N+](=O)[O-])C=1C=NC(=NC1)N1CCC(CC1)(C(=O)OCC)CC)Br (Ethyl 1-(5-(4-amino-3-bromo-5-nitrophenyl)pyrimidin-2-yl)-4-ethylpiperidine-4-carboxylate). The yield is 77.9%. Reaction SMILES: [NH2:1][C:2]1[CH:7]=[CH:6][C:5]([C:8]2[CH:9]=[N:10][C:11]([N:14]3[CH2:19][CH2:18][C:17]([CH2:25][CH3:26])([C:20]([O:22][CH2:23][CH3:24])=[O:21])[CH2:16][CH2:15]3)=[N:12][CH:13]=2)=[CH:4][C:3]=1[N+:27]([O-:29])=[O:28].[Br:30]Br>C(O)(=O)C>[NH2:1][C:2]1[C:3]([N+:27]([O-:29])=[O:28])=[CH:4][C:5]([C:8]2[CH:9]=[N:10][C:11]([N:14]3[CH2:19][CH2:18][C:17]([CH2:25][CH3:26])([C:20]([O:22][CH2:23][CH3:24])=[O:21])[CH2:16][CH2:15]3)=[N:12][CH:13]=2)=[CH:6][C:7]=1[Br:30]. Reported procedure: To solution of ethyl 1-(5-(4-amino-3-nitrophenyl)pyrimidin-2-yl)-4-ethylpiperidine-4-carboxylate (6.0 g, 15.02 mmol) in acetic acid (60.0 mL) was added bromine (0.85 mL, 16.52 mmol) dropwise at rt and the mixture then stirred at rt for 16 h. After completion of reaction the mixture was poured into 100 mL of ice-cold water, extracted with EtOAc (3×150 mL) and the combined organic layer washed with brine, dried over anhydrous Na2SO4, filtered and evaporated under reduced pressure. The crude residu...